This data is from the Open Reaction Database (ORD), a public repository of structured organic reaction records. The task is: describe an organic reaction: reactants, conditions, products, and yield The reactants are resultant mixture, C(C)(C)(C)C=1C(=C(C(=O)OC)C=C(C1)[N+](=O)[O-])O (Methyl 3-tert-butyl-2-hydroxy-5-nitrobenzoate), C([O-])([O-])=O.[K+].[K+] (potassium carbonate), S(=O)(=O)(OC)OC (dimethyl sulfate). The solvent is CC(=O)C (acetone). Product: C(C)(C)(C)C=1C(=C(C(=O)OC)C=C(C1)[N+](=O)[O-])OC (methyl 3-tert-butyl-2-methoxy-5-nitrobenzoate). The yield is 87.0%. Reaction SMILES: [C:1]([C:5]1[C:6]([OH:18])=[C:7]([CH:12]=[C:13]([N+:15]([O-:17])=[O:16])[CH:14]=1)[C:8]([O:10][CH3:11])=[O:9])([CH3:4])([CH3:3])[CH3:2].[C:19](=O)([O-])[O-].[K+].[K+].S(OC)(OC)(=O)=O>CC(C)=O>[C:1]([C:5]1[C:6]([O:18][CH3:19])=[C:7]([CH:12]=[C:13]([N+:15]([O-:17])=[O:16])[CH:14]=1)[C:8]([O:10][CH3:11])=[O:9])([CH3:4])([CH3:2])[CH3:3] |f:1.2.3|. Procedure: Methyl 3-tert-butyl-2-hydroxy-5-nitrobenzoate (11.41 g, 45.0 mmol), potassium carbonate (9.34 g, 67.6 mmol), acetone (200 mL), and dimethyl sulfate (6.46 g, 67.6 mmol) were added together. The resultant mixture was then heated to reflux for 16 h. The mixture was then filtered and the solid was washed with ethyl acetate. The resulting organic liquid was then concentrated under vacuum to an oil and redissolved in ethyl acetate (600 mL). The organic solution was then washed with water, dried, filte... The reactants are BrBr, Clc1ccnc(-c2cccs2)c1, ClCCl, [Na+], [Na+], O=S([O-])([O-])=S. Yields the product Clc1ccnc(-c2ccc(Br)s2)c1. As a reaction SMILES: [Br:13][Br:14].[Cl:1][c:2]1[cH:3][c:4](-[c:8]2[s:9][cH:10][cH:11][cH:12]2)[n:5][cH:6][cH:7]1.[Cl:22][CH2:23][Cl:24].[Na+:15].[Na+:16].[O-:17][S:18]([O-:19])(=[S:20])=[O:21]>>[Cl:1][c:2]1[cH:3][c:4](-[c:8]2[s:9][c:10]([Br:13])[cH:11][cH:12]2)[n:5][cH:6][cH:7]1. The reactants are ( 78 ), CC1=CC=C(C=C1)S(=O)(=O)OC[C@H]1COC2=C(O1)C=C(C=C2Cl)S(=O)(=O)C ([(2R)-5-chloro-7-(methylsulfonyl)-2,3-dihydro-1,4-benzodioxin-2-yl]methyl 4-methylbenzenesulfonate), ( 30 ), CC(CN)(C)C (2,2-dimethylpropan-1-amine), ( 20 ), ( 16 ). The solvent is C(C)#N (ACN). Product: ClC1=CC(=CC=2O[C@H](COC21)CNCC(C)(C)C)S(=O)(=O)C (N-{[(2S)-5-CHLORO-7-(METHYLSULFONYL)-2,3-DIHYDRO-1,4-BENZODIOXIN-2-YL]METHYL}-2,2-DIMETHYLPROPAN-1-AMINE). RXN SMILES: CC1C=CC(S(O[CH2:12][C@@H:13]2[O:18][C:17]3[CH:19]=[C:20]([S:24]([CH3:27])(=[O:26])=[O:25])[CH:21]=[C:22]([Cl:23])[C:16]=3[O:15][CH2:14]2)(=O)=O)=CC=1.[CH3:28][C:29]([CH3:33])([CH3:32])[CH2:30][NH2:31]>C(#N)C>[Cl:23][C:22]1[C:16]2[O:15][CH2:14][C@H:13]([CH2:12][NH:31][CH2:30][C:29]([CH3:33])([CH3:32])[CH3:28])[O:18][C:17]=2[CH:19]=[C:20]([S:24]([CH3:27])(=[O:25])=[O:26])[CH:21]=1. Procedure: Preparation according to Example 57 using [(2R)-5-chloro-7-(methylsulfonyl)-2,3-dihydro-1,4-benzodioxin-2-yl]methyl 4-methylbenzenesulfonate (0.027 g, 0.062 mmol), 2,2-dimethylpropan-1-amine (0.5 ml), ACN (3 ml). MS m/z (rel. intensity, 70 eV) 347 (M+, 2), 332 (20), 292 (30), 290 (78), 100 (bp), 70 (16). Starting materials: CS(=O)(=O)C1=NC=CC(=N1)N1C=NC2=C1C=CC(=C2)N2C(N(CC2)CC)=O (2-Methanesulfonyl-4-[5-(3-ethyl-imidazolidin-2-on-1-yl)benzimidazol-1-yl]pyrimidine), C(C1=CC=CC=C1)OC(=O)N1C(CN(CC1)C(=O)OC(C)(C)C)C(C)N (1-benzyloxycarbonyl-2-(1-aminoethyl)-4-tert-butyloxycarbonylpiperazine). The product is C(C1=CC=CC=C1)OC(=O)N1C(CN(CC1)C(=O)OC(C)(C)C)C(C)NC1=NC=CC(=N1)N1C=NC2=C1C=CC(=C2)N2C(N(CC2)CC)=O (2-[1-(1-(Benzyloxycarbonyl)-4-(tert-butyloxycarbonyl)-piperazine-2-yl)-ethylamino]-4-[5-(3-ethyl-imidazolidin-2-on-1-yl)benzimidazol-1-yl]pyrimidine). Reaction SMILES: CS([C:5]1[N:10]=[C:9]([N:11]2[C:15]3[CH:16]=[CH:17][C:18]([N:20]4[CH2:24][CH2:23][N:22]([CH2:25][CH3:26])[C:21]4=[O:27])=[CH:19][C:14]=3[N:13]=[CH:12]2)[CH:8]=[CH:7][N:6]=1)(=O)=O.[CH2:28]([O:35][C:36]([N:38]1[CH2:43][CH2:42][N:41]([C:44]([O:46][C:47]([CH3:50])([CH3:49])[CH3:48])=[O:45])[CH2:40][CH:39]1[CH:51]([NH2:53])[CH3:52])=[O:37])[C:29]1[CH:34]=[CH:33][CH:32]=[CH:31][CH:30]=1>>[CH2:28]([O:35][C:36]([N:38]1[CH2:43][CH2:42][N:41]([C:44]([O:46][C:47]([CH3:48])([CH3:49])[CH3:50])=[O:45])[CH2:40][CH:39]1[CH:51]([NH:53][C:5]1[N:10]=[C:9]([N:11]2[C:15]3[CH:16]=[CH:17][C:18]([N:20]4[CH2:24][CH2:23][N:22]([CH2:25][CH3:26])[C:21]4=[O:27])=[CH:19][C:14]=3[N:13]=[CH:12]2)[CH:8]=[CH:7][N:6]=1)[CH3:52])=[O:37])[C:29]1[CH:30]=[CH:31][CH:32]=[CH:33][CH:34]=1. Procedure: The title compound was prepared from 2-methanesulfonyl-4-[5-(3-ethyl-imidazolidin-2-on-1-yl)benzimidazol-1-yl]pyrimidine (EXAMPLE 29; 95 mg) and 1-benzyloxycarbonyl-2-(1-aminoethyl)-4-tert-butyloxycarbonylpiperazine, diastereomer 1 (EXAMPLE 14 Step D; 100 mg) according to the procedure described in EXAMPLE 14, Step E. Mass spectrum (ESI) 670.5 (M+1). Starting materials: CO, O=C1C(Cc2ccncc2)c2cccnc2N1c1ccc(Cl)cc1, Cl, [Na+], [OH-], O, ClCc1ccccn1. Product: O=C1N(c2ccc(Cl)cc2)c2ncccc2C1(Cc1ccncc1)Cc1ccccn1. Reaction SMILES: [CH3:25][OH:26].[Cl:1][c:2]1[cH:3][cH:4][c:5]([N:8]2[C:9](=[O:24])[CH:10]([CH2:17][c:18]3[cH:19][cH:20][n:21][cH:22][cH:23]3)[c:11]3[c:12]2[n:13][cH:14][cH:15][cH:16]3)[cH:6][cH:7]1.[ClH:27].[Na+:37].[OH-:36].[OH2:38].[c:28]1([CH2:34][Cl:35])[cH:29][cH:30][cH:31][cH:32][n:33]1>>[Cl:1][c:2]1[cH:3][cH:4][c:5]([N:8]2[C:9](=[O:24])[C:10]([CH2:17][c:18]3[cH:19][cH:20][n:21][cH:22][cH:23]3)([CH2:34][c:28]3[cH:29][cH:30][cH:31][cH:32][n:33]3)[c:11]3[c:12]2[n:13][cH:14][cH:15][cH:16]3)[cH:6][cH:7]1. Reactants: C(CCO)O (1,3-propanediol), C(C(=O)O)(=O)O (oxalic acid), C1(=CC=CC=C1)C (toluene). Yields the product C(C=1C(O)=CC=CC1)=O (Salicylaldehyde). As a reaction SMILES: [CH2:1]([OH:5])[CH2:2][CH2:3][OH:4].C(O)(=O)C(O)=O.[C:12]1(C)[CH:17]=CC=[CH:14][CH:13]=1>>[CH:1](=[O:5])[C:2]1[C:3](=[CH:17][CH:12]=[CH:13][CH:14]=1)[OH:4]. Reported procedure: 1,3-propanediol (228 g, 3.0 mol), and oxalic acid (4.5 g, 0.05 mol) were added to 400 mL toluene and heated to reflux for 8 hours in an apparatus equipped with a condenser and a Dean-Stark trap. After cooling, the solution was washed with NaHCO3 and distilled water, and the solution was dried over MgSO4. The product precipitated when the solvent was being evaporated. The solid was collected and dissolved in hot hexane. The solution was filtered through Celite® (a filter aid manufactured by Johns...